From a dataset of the Open Reaction Database (ORD), a public repository of structured organic reaction records. describe an organic reaction: reactants, conditions, products, and yield The reactants are CN(C)C=O, CCOC(C)=O, O=S(=O)([O-])C(F)(F)F, FC(F)(F)C(F)(F)[I+]c1ccccc1, O=c1[nH]c2ccccc2[nH]c1=O. Product: O=c1[nH]c2ccc(C(F)(F)C(F)(F)F)cc2[nH]c1=O. RXN SMILES: [CH3:35][N:36]([CH3:37])[CH:38]=[O:39].[CH3:40][CH2:41][O:42][C:43](=[O:44])[CH3:45].[F:13][C:14]([F:15])([F:16])[S:17]([O-:18])(=[O:19])=[O:20].[F:21][C:22]([C:23]([F:24])([F:25])[F:26])([F:27])[I+:28][c:29]1[cH:30][cH:31][cH:32][cH:33][cH:34]1.[nH:1]1[c:2](=[O:12])[c:3](=[O:11])[nH:4][c:5]2[cH:6][cH:7][cH:8][cH:9][c:10]12>>[nH:1]1[c:2](=[O:12])[c:3](=[O:11])[nH:4][c:5]2[cH:6][cH:7][c:8]([C:22]([F:21])([C:23]([F:24])([F:25])[F:26])[F:27])[cH:9][c:10]12. Reactants: O=Cc1cccc(Br)c1, C=C(C)C, CC#N, CCOC(C)=O, O=S(=O)([O-])C(F)(F)F, O=S(=O)([O-])C(F)(F)F, O=S(=O)([O-])C(F)(F)F, Cc1cc(C#N)ccc1N, [Yb+3]. Product: Cc1cc(C#N)cc2c1NC(c1cccc(Br)c1)CC2(C)C. RXN SMILES: [Br:11][c:12]1[cH:13][c:14]([CH:15]=[O:16])[cH:17][cH:18][cH:19]1.[CH2:20]=[C:21]([CH3:22])[CH3:23].[CH3:49][C:50]#[N:51].[CH3:52][CH2:53][O:54][C:55](=[O:56])[CH3:57].[F:24][C:25]([F:26])([F:27])[S:28]([O-:29])(=[O:30])=[O:31].[F:33][C:34]([F:35])([F:36])[S:37]([O-:38])(=[O:39])=[O:40].[F:41][C:42]([F:43])([F:44])[S:45]([O-:46])(=[O:47])=[O:48].[NH2:1][c:2]1[c:3]([CH3:10])[cH:4][c:5]([C:6]#[N:7])[cH:8][cH:9]1.[Yb+3:32]>>[NH:1]1[c:2]2[c:3]([CH3:10])[cH:4][c:5]([C:6]#[N:7])[cH:8][c:9]2[C:21]([CH3:22])([CH3:23])[CH2:20][CH:15]1[c:14]1[cH:13][c:12]([Br:11])[cH:19][cH:18][cH:17]1. Starting materials: [H-], [Li], CCOC(=O)c1ccc(COc2cccnc2N)cc1, C1CCOC1, O. Yields the product Nc1ncccc1OCc1ccc(CO)cc1. RXN SMILES: [H-:22].[Li:21].[NH2:1][c:2]1[n:3][cH:4][cH:5][cH:6][c:7]1[O:8][CH2:9][c:10]1[cH:11][cH:12][c:13]([C:16](=[O:17])[O:18][CH2:19][CH3:20])[cH:14][cH:15]1.[O:24]1[CH2:25][CH2:26][CH2:27][CH2:28]1.[OH2:23]>>[NH2:1][c:2]1[n:3][cH:4][cH:5][cH:6][c:7]1[O:8][CH2:9][c:10]1[cH:11][cH:12][c:13]([CH2:16][OH:17])[cH:14][cH:15]1. Product: CC(C)C(=O)Nc1cccc(C2CCN(CCC(NS(=O)(=O)c3cc(Cl)cc(Cl)c3O)c3ccccc3)CC2)c1. As a reaction SMILES: [Cl:1][c:2]1[c:3]([OH:13])[c:4]([S:9](=[O:10])(=[O:11])[Cl:12])[cH:5][c:6]([Cl:8])[cH:7]1.[NH2:14][CH:15]([CH2:16][CH2:17][N:18]1[CH2:19][CH2:20][CH:21]([c:24]2[cH:25][c:26]([NH:30][C:31]([CH:32]([CH3:33])[CH3:34])=[O:35])[cH:27][cH:28][cH:29]2)[CH2:22][CH2:23]1)[c:36]1[cH:37][cH:38][cH:39][cH:40][cH:41]1>>[Cl:1][c:2]1[c:3]([OH:13])[c:4]([S:9](=[O:10])(=[O:11])[NH:14][CH:15]([CH2:16][CH2:17][N:18]2[CH2:19][CH2:20][CH:21]([c:24]3[cH:25][c:26]([NH:30][C:31]([CH:32]([CH3:33])[CH3:34])=[O:35])[cH:27][cH:28][cH:29]3)[CH2:22][CH2:23]2)[c:36]2[cH:37][cH:38][cH:39][cH:40][cH:41]2)[cH:5][c:6]([Cl:8])[cH:7]1. Starting materials: O=S(=O)(Cl)c1cc(Cl)cc(Cl)c1O, CC(C)C(=O)Nc1cccc(C2CCN(CCC(N)c3ccccc3)CC2)c1. Starting materials: imine, FC=1C(=C(C=CC1)C(CC(C=O)(C(F)(F)F)O)(C)C)OC (4-(3-fluoro-2-methoxyphenyl)-2-hydroxy-4-methyl-2-(trifluoromethyl)pentanal), NC1=C2C=NN(C(C2=CC=C1)=O)C (5-amino-2-methyl-phthalazin-1-one), imine. The reagents and catalysts are [Ti](Cl)(Cl)(Cl)Cl (titanium tetrachloride). Yields the product FC=1C(=C2C(CC(C(C2=CC1)NC1=C2C=NN(C(C2=CC=C1)=O)C)(C(F)(F)F)O)(C)C)OC (5-{[6-Fluoro-2-hydroxy-4,4-dimethyl-5-methoxy-2-(trifluoromethyl)-1,2,3,4-tetrahydronaphthalen-1-yl]amino}-2-methylphthalazin-1-one). Isolated yield 4.0%. Reaction SMILES: [F:1][C:2]1[C:3]([O:20][CH3:21])=[C:4]([C:8]([CH3:19])([CH3:18])[CH2:9][C:10]([OH:17])([C:13]([F:16])([F:15])[F:14])[CH:11]=O)[CH:5]=[CH:6][CH:7]=1.[NH2:22][C:23]1[CH:32]=[CH:31][CH:30]=[C:29]2[C:24]=1[CH:25]=[N:26][N:27]([CH3:34])[C:28]2=[O:33]>[Ti](Cl)(Cl)(Cl)Cl>[F:1][C:2]1[C:3]([O:20][CH3:21])=[C:4]2[C:5](=[CH:6][CH:7]=1)[CH:11]([NH:22][C:23]1[CH:32]=[CH:31][CH:30]=[C:29]3[C:24]=1[CH:25]=[N:26][N:27]([CH3:34])[C:28]3=[O:33])[C:10]([OH:17])([C:13]([F:14])([F:16])[F:15])[CH2:9][C:8]2([CH3:19])[CH3:18]. Procedure: Analogously to Example 10, the corresponding imine is produced starting from 200 mg of 4-(3-fluoro-2-methoxyphenyl)-2-hydroxy-4-methyl-2-(trifluoromethyl)pentanal and 114 mg of 5-amino-2-methyl-phthalazin-1-one. As in Example 3, 50 mg of imine is reacted by reaction with 0.23 ml of titanium tetrachloride, and 12 mg of the title compound is obtained. Starting materials: CC(=O)O, OC(c1ccc(F)cc1)C1CC1, Cl. Yields the product Fc1ccc(C=CCCCl)cc1. RXN SMILES: [CH3:14][C:15](=[O:16])[OH:17].[CH:1]1([CH:4]([OH:5])[c:6]2[cH:7][cH:8][c:9]([F:12])[cH:10][cH:11]2)[CH2:2][CH2:3]1.[ClH:13]>>[CH:1]([CH2:2][CH2:3][Cl:13])=[CH:4][c:6]1[cH:7][cH:8][c:9]([F:12])[cH:10][cH:11]1. Starting materials: Cc1cccc(C)c1O, O=[N+]([O-])c1ccnc(Cl)c1, [H-], [Na+]. The product is Cc1cccc(C)c1Oc1ccnc(Cl)c1. As a reaction SMILES: [CH3:1][c:2]1[c:3]([OH:9])[c:4]([CH3:8])[cH:5][cH:6][cH:7]1.[Cl:12][c:13]1[n:14][cH:15][cH:16][c:17]([N+:19]([O-:20])=[O:21])[cH:18]1.[H-:10].[Na+:11]>>[CH3:1][c:2]1[c:3]([O:9][c:17]2[cH:16][cH:15][n:14][c:13]([Cl:12])[cH:18]2)[c:4]([CH3:8])[cH:5][cH:6][cH:7]1. The reactants are C(CCC)=C1C(N(C(S1)=O)CCCCOC1=CC=CC=2N1C=CN2)=O (5-butylidene-3-[4-(imidazo[1,2-a]pyridin-5-yloxy)butyl]thiazolidine-2,4-dione), Cl (hydrochloric acid). Run in CO (methanol). Product: Cl.C(CCC)=C1C(N(C(S1)=O)CCCCOC1=CC=CC=2N1C=CN2)=O (5-butylidene-3-[4-(imidazo[1,2-a]pyridin-5-yloxy)butyl]thiazolidine-2,4-dione hydrochloride). Reaction SMILES: [CH:1](=[C:5]1[S:9][C:8](=[O:10])[N:7]([CH2:11][CH2:12][CH2:13][CH2:14][O:15][C:16]2[N:21]3[CH:22]=[CH:23][N:24]=[C:20]3[CH:19]=[CH:18][CH:17]=2)[C:6]1=[O:25])[CH2:2][CH2:3][CH3:4].[ClH:26]>CO>[ClH:26].[CH:1](=[C:5]1[S:9][C:8](=[O:10])[N:7]([CH2:11][CH2:12][CH2:13][CH2:14][O:15][C:16]2[N:21]3[CH:22]=[CH:23][N:24]=[C:20]3[CH:19]=[CH:18][CH:17]=2)[C:6]1=[O:25])[CH2:2][CH2:3][CH3:4] |f:3.4|. Reported procedure: To a solution of 1.79 g (4.98 mmol) of 5-butylidene-3-[4-(imidazo[1,2-a]pyridin-5-yloxy)butyl]thiazolidine-2,4-dione in 50 ml of methanol, 0.5 ml of concentrated hydrochloric acid was added. After the solvent was distilled off, the residue was washed with diethyl ether to yield 2.16 g (100%, yellow oily substance) of the desired product.